This data is from the Open Reaction Database (ORD), a public repository of structured organic reaction records. The task is: describe an organic reaction: reactants, conditions, products, and yield The reactants are C(C)(=O)C1=CC=CC=C1 (acetophenone), C(C(=O)OCC)(=O)OCC (diethyl oxalate), [H-].[Na+] (NaH). Solvent: CN(C)C=O (DMF). Reaction conditions: temperature 50 celsius, time 30 minute. The product is C(C)OC(C(CC(C1=CC=CC=C1)=O)=O)=O (2,4-dioxo-4-phenyl-butyric acid ethyl ester). Yield: 41.5%. As a reaction SMILES: [C:1]([C:4]1[CH:9]=[CH:8][CH:7]=[CH:6][CH:5]=1)(=[O:3])[CH3:2].[C:10](OCC)(=[O:16])[C:11]([O:13][CH2:14][CH3:15])=[O:12].[H-].[Na+]>CN(C=O)C>[CH2:14]([O:13][C:11](=[O:12])[C:10](=[O:16])[CH2:2][C:1](=[O:3])[C:4]1[CH:9]=[CH:8][CH:7]=[CH:6][CH:5]=1)[CH3:15] |f:2.3|. Procedure details: A stirred solution of acetophenone (5 g, 0.0416 mole), diethyl oxalate (7.23 g, 0.0416 mole) in DMF (40 mL) was cooled to 0° C. for 10 minutes. NaH (60% w/w dispersion in oil) (2.0 g, 0.083 mole) was then added, and the resulting mixture was stirred at the same temperature for 30 minutes, then stirred at ambient temperature for 1 hour. The mixture was then heated at 50° C. for 30 minutes. The reaction mixture was quenched with iced water, acidified with aqueous 2.4N HCl solution and the resultin... The reactants are FC1=CC=C(OCC2=C3C(=C(N=C2)C(=O)OC)OC(OC3)(C)C)C=C1 (methyl 5-((4-fluorophenoxy)methyl)-2,2-dimethyl-4H-[1,3]dioxino[4,5-c]pyridine-8-carboxylate). Solvent: C(=O)O (formic acid). Product: FC1=CC=C(OCC=2C(=C(C(=NC2)C(=O)OC)O)CO)C=C1 (Methyl 5-((4-fluorophenoxy)methyl)-3-hydroxy-4-(hydroxymethyl)picolinate). RXN SMILES: [F:1][C:2]1[CH:25]=[CH:24][C:5]([O:6][CH2:7][C:8]2[CH:13]=[N:12][C:11]([C:14]([O:16][CH3:17])=[O:15])=[C:10]3[O:18]C(C)(C)[O:20][CH2:21][C:9]=23)=[CH:4][CH:3]=1>C(O)=O>[F:1][C:2]1[CH:3]=[CH:4][C:5]([O:6][CH2:7][C:8]2[C:9]([CH2:21][OH:20])=[C:10]([OH:18])[C:11]([C:14]([O:16][CH3:17])=[O:15])=[N:12][CH:13]=2)=[CH:24][CH:25]=1. Procedure details: A solution of methyl 5-((4-fluorophenoxy)methyl)-2,2-dimethyl-4H-[1,3]dioxino[4,5-c]pyridine-8-carboxylate 28a (0.129 g, 0.37 mmol) in 3 mL of formic acid was stirred at 23° C. for 2 h and then it was concentrated. The crude residue was purified by chromatography (SiO2) with hexanes:ethyl acetate (3:7) as eluent to afford the title compound as a white solid: LC-MS (M+H)+ m/z 308; 1H NMR (DMSO-d6): 1.39 (s, 6H), 4.80 (s, 2H), 4.89 (s, 2H), 5.01 (s, 2H), 7.39-7.46 (m, 5H), 8.38 (s, 1H), 10.04 (s, ... Procedure details: A mixture of 21 g of methyl 2-methoxy-4-amino-5-chlorobenzoate is stirred in 12 ml acetic anhydride and 100 ml acetic acid at 100° C. for 24 hours. The reaction mixture is filtered, diluted with water, filtered and evaporated to dryness to obtain methyl 2-methoxy-4-acetylamino-5-chlorobenzoate which is used directly in the next step. Product: COC1=C(C(=O)OC)C=C(C(=C1)NC(C)=O)Cl (methyl 2-methoxy-4-acetylamino-5-chlorobenzoate). Solvent: C(C)(=O)OC(C)=O (acetic anhydride). The reactants are COC1=C(C(=O)OC)C=C(C(=C1)N)Cl (methyl 2-methoxy-4-amino-5-chlorobenzoate), C(C)(=O)O (acetic acid). RXN SMILES: [CH3:1][O:2][C:3]1[CH:12]=[C:11]([NH2:13])[C:10]([Cl:14])=[CH:9][C:4]=1[C:5]([O:7][CH3:8])=[O:6].[C:15](O)(=[O:17])[CH3:16]>C(OC(=O)C)(=O)C>[CH3:1][O:2][C:3]1[CH:12]=[C:11]([NH:13][C:15](=[O:17])[CH3:16])[C:10]([Cl:14])=[CH:9][C:4]=1[C:5]([O:7][CH3:8])=[O:6]. The reactants are N1(CCOCC1)C=1N=C(NC(C1)=O)CC(=O)[O-].[Na+] (sodium [4-(morpholin-4-yl)-6-oxo-1,6-dihydropyrimidin-2-yl]acetate), Cl.FC=1C=C(C(=CC1)NCCOC)N (4-fluoro-N1-(2-methoxyethyl)benzene-1,2-diamine hydrochloride), Cl.CN(CCCN=C=NCC)C (N-[3-(dimethylamino)propyl]-N′-ethylcarbodiimide hydrochloride). The solvent is N1=CC=CC=C1 (pyridine), CN(C=O)C (dimethylformamide), C(C)(=O)O (acetic acid). Product: FC1=CC2=C(N(C(=N2)CC2=NC(=CC(N2)=O)N2CCOCC2)CCOC)C=C1 (2-{[5-fluoro-1-(2-methoxyethyl)-1H-benzimidazol-2-yl]methyl}-6-(morpholin-4-yl)pyrimidin-4(3H)-one). Isolated yield 27.0%. Reaction SMILES: [N:1]1([C:7]2[N:8]=[C:9]([CH2:14][C:15]([O-])=O)[NH:10][C:11](=[O:13])[CH:12]=2)[CH2:6][CH2:5][O:4][CH2:3][CH2:2]1.[Na+].Cl.[F:20][C:21]1[CH:22]=[C:23]([NH2:32])[C:24]([NH:27][CH2:28][CH2:29][O:30][CH3:31])=[CH:25][CH:26]=1.Cl.CN(C)CCCN=C=NCC>N1C=CC=CC=1.CN(C)C=O.C(O)(=O)C>[F:20][C:21]1[CH:26]=[CH:25][C:24]2[N:27]([CH2:28][CH2:29][O:30][CH3:31])[C:15]([CH2:14][C:9]3[NH:10][C:11](=[O:13])[CH:12]=[C:7]([N:1]4[CH2:2][CH2:3][O:4][CH2:5][CH2:6]4)[N:8]=3)=[N:32][C:23]=2[CH:22]=1 |f:0.1,2.3,4.5|. Procedure details: The product is prepared according to the procedure described in Example 3, using 300 mg of sodium [4-(morpholin-4-yl)-6-oxo-1,6-dihydropyrimidin-2-yl]acetate, 760 mg of 4-fluoro-N1-(2-methoxyethyl)benzene-1,2-diamine hydrochloride and 330 mg of N-[3-(dimethylamino)propyl]-N′-ethylcarbodiimide hydrochloride in a mixture of 5 ml of pyridine and 5 ml of dimethylformamide and then in 5 ml of acetic acid. After refluxing for one hour and purification by silica column chromatography, eluent: CH2Cl2/Me... Reaction conditions: time 3 day. Isolated yield 15.7%. The solvent is CO (methanol). Reported procedure: To a suspension of 1-carbomethoxy-2-benzylamino-3,4-dihydronaphthalene (1.46 g) in methanol (30 mL) at room temperature, was added 10% palladium on carbon (200 mg). The resulting mixture was shaken under a hydrogen atmosphere at 40 psi for 3 d using a Parr apparatus. The catalyst was filtered, and the filtrate was evaporated under vacuum to obtain crude product. The crude product was purified by reverse phase preparative HPLC to obtain predominantly cis 1-carbomethoxy-2-amino-1,2,3,4-tetrahydron... Starting materials: C(=O)(OC)C1=C(CCC2=CC=CC=C12)NCC1=CC=CC=C1 (1-carbomethoxy-2-benzylamino-3,4-dihydronaphthalene). Reagents/catalysts: [Pd] (palladium on carbon). The product is C(=O)(OC)[C@H]1[C@H](CCC2=CC=CC=C12)N (cis 1-carbomethoxy-2-amino-1,2,3,4-tetrahydronaphthalene). As a reaction SMILES: [C:1]([C:5]1[C:14]2[C:9](=[CH:10][CH:11]=[CH:12][CH:13]=2)[CH2:8][CH2:7][C:6]=1[NH:15]CC1C=CC=CC=1)([O:3][CH3:4])=[O:2]>CO.[Pd]>[C:1]([C@@H:5]1[C:14]2[C:9](=[CH:10][CH:11]=[CH:12][CH:13]=2)[CH2:8][CH2:7][C@@H:6]1[NH2:15])([O:3][CH3:4])=[O:2]. The reactants are Br.C(C1=CC=CC=C1)OC(=O)N1C(CCC1)C1=NC(=NS1)NC(C)=O (2-(3-Acetylamino-[1,2,4]thiadiazol-5-yl)-pyrrolidine-1-carboxylic acid benzyl ester hydrobromide), C(=O)([O-])[O-].[K+].[K+] (K2CO3). Solvent: C(C)O (ethanol), O (H2O). Conditions: temperature 0 celsius, time 30 minute. Product: C(C1=CC=CC=C1)OC(=O)N1C(CCC1)C1=NC(=NS1)N (2-(3-amino-[1,2,4]thiadiazol-5-yl)-pyrrolidine-1-carboxylic acid benzyl ester). The yield is 81.7%. Reaction SMILES: Br.[CH2:2]([O:9][C:10]([N:12]1[CH2:16][CH2:15][CH2:14][CH:13]1[C:17]1[S:21][N:20]=[C:19]([NH:22]C(=O)C)[N:18]=1)=[O:11])[C:3]1[CH:8]=[CH:7][CH:6]=[CH:5][CH:4]=1.C([O-])([O-])=O.[K+].[K+]>C(O)C.O>[CH2:2]([O:9][C:10]([N:12]1[CH2:16][CH2:15][CH2:14][CH:13]1[C:17]1[S:21][N:20]=[C:19]([NH2:22])[N:18]=1)=[O:11])[C:3]1[CH:4]=[CH:5][CH:6]=[CH:7][CH:8]=1 |f:0.1,2.3.4|. Procedure details: 2-(3-Acetylamino-[1,2,4]thiadiazol-5-yl)-pyrrolidine-1-carboxylic acid benzyl ester hydrobromide (14.0 g, 37.8 mmol) was dissolved in ethanol (80 mL). The reaction mixture was cooled to 0° C. and a solution of K2CO3 (15.0 g, 108.7 mmol) in H2O (40 mL) was added. The solution was allowed to return to room temperature while stirring for 30 mins. The solution was concentrated down, redissolved in water (100 mL) and extracted with DCM (3×50 mL). The organic layers were combined and washed with brine... Starting materials: C=CC(=O)Nc1ccccc1NC(=O)OC(C)(C)C, CCOC(=O)C(CCO[Si](C)(C)C(C)(C)C)c1ccc(Br)cc1. The product is CCOC(=O)C(CCO[Si](C)(C)C(C)(C)C)c1ccc(C=CC(=O)Nc2ccccc2NC(=O)OC(C)(C)C)cc1. RXN SMILES: [C:24]([CH3:25])([CH3:26])([CH3:27])[O:28][C:29]([NH:30][c:31]1[c:32]([NH:37][C:38]([CH:39]=[CH2:40])=[O:41])[cH:33][cH:34][cH:35][cH:36]1)=[O:42].[CH2:1]([CH3:2])[O:3][C:4]([CH:5]([CH2:6][CH2:7][O:8][Si:9]([CH3:10])([CH3:11])[C:12]([CH3:13])([CH3:14])[CH3:15])[c:16]1[cH:17][cH:18][c:19]([Br:22])[cH:20][cH:21]1)=[O:23]>>[CH2:1]([CH3:2])[O:3][C:4]([CH:5]([CH2:6][CH2:7][O:8][Si:9]([CH3:10])([CH3:11])[C:12]([CH3:13])([CH3:14])[CH3:15])[c:16]1[cH:17][cH:18][c:19]([CH:40]=[CH:39][C:38]([NH:37][c:32]2[c:31]([NH:30][C:29]([O:28][C:24]([CH3:25])([CH3:26])[CH3:27])=[O:42])[cH:36][cH:35][cH:34][cH:33]2)=[O:41])[cH:20][cH:21]1)=[O:23].